This data is from the Open Reaction Database (ORD), a public repository of structured organic reaction records. The task is: describe an organic reaction: reactants, conditions, products, and yield The reactants are C(C)OC1=CC(=C(C=O)C=C1)[N+](=O)[O-] (4-ethoxy-2-nitrobenzaldehyde), NC1=CC=C(OC[C@H](C)NC(OC(C)(C)C)=O)C=C1 (tert-butyl [(1S)-2-(4-aminophenoxy)-1-methylethyl]carbamate). The product is C(C)OC=1C=CC2=CN(N=C2C1)C1=CC=C(OC[C@H](C)NC(OC(C)(C)C)=O)C=C1 (tert-butyl {(1S)-2-[4-(6-ethoxy-2H-indazol-2-yl)phenoxy]-1-methylethyl}carbamate), solid. Reaction SMILES: [CH2:1]([O:3][C:4]1[CH:11]=[CH:10][C:7]([CH:8]=O)=[C:6]([N+:12]([O-])=O)[CH:5]=1)[CH3:2].[NH2:15][C:16]1[CH:33]=[CH:32][C:19]([O:20][CH2:21][C@@H:22]([NH:24][C:25](=[O:31])[O:26][C:27]([CH3:30])([CH3:29])[CH3:28])[CH3:23])=[CH:18][CH:17]=1>>[CH2:1]([O:3][C:4]1[CH:11]=[CH:10][C:7]2[C:6]([CH:5]=1)=[N:12][N:15]([C:16]1[CH:17]=[CH:18][C:19]([O:20][CH2:21][C@@H:22]([NH:24][C:25](=[O:31])[O:26][C:27]([CH3:28])([CH3:29])[CH3:30])[CH3:23])=[CH:32][CH:33]=1)[CH:8]=2)[CH3:2]. Procedure: Using 4-ethoxy-2-nitrobenzaldehyde (293 mg) and tert-butyl [(1S)-2-(4-aminophenoxy)-1-methylethyl]carbamate (399 mg), and in the same manner as in Example 25, step F, the title compound was obtained as a pale-brown solid (459 mg).